This data is from the Open Reaction Database (ORD), a public repository of structured organic reaction records. The task is: describe an organic reaction: reactants, conditions, products, and yield Reactants: [BH4-], ClC(Cl)Cl, CN(C)S(=O)(=O)Cc1nc(Oc2ccc(F)cc2F)nc2c1c(-c1ccccc1Cl)nn2COCC[Si](C)(C)C, [Na+], O=C(O)C(F)(F)F. The product is CN(C)S(=O)(=O)Cc1nc(Oc2ccc(F)cc2F)nc2[nH]nc(-c3ccccc3Cl)c12. Reaction SMILES: [BH4-:48].[CH:50]([Cl:51])([Cl:52])[Cl:53].[Cl:1][c:2]1[c:3](-[c:8]2[n:9][n:10]([CH2:33][O:34][CH2:35][CH2:36][Si:37]([CH3:38])([CH3:39])[CH3:40])[c:11]3[n:12][c:13]([O:24][c:25]4[c:26]([F:32])[cH:27][c:28]([F:31])[cH:29][cH:30]4)[n:14][c:15]([CH2:17][S:18](=[O:19])(=[O:20])[N:21]([CH3:22])[CH3:23])[c:16]23)[cH:4][cH:5][cH:6][cH:7]1.[Na+:49].[OH:41][C:42]([C:43]([F:44])([F:45])[F:46])=[O:47]>>[Cl:1][c:2]1[c:3](-[c:8]2[n:9][nH:10][c:11]3[n:12][c:13]([O:24][c:25]4[c:26]([F:32])[cH:27][c:28]([F:31])[cH:29][cH:30]4)[n:14][c:15]([CH2:17][S:18](=[O:19])(=[O:20])[N:21]([CH3:22])[CH3:23])[c:16]23)[cH:4][cH:5][cH:6][cH:7]1. The reactants are ClC1=CC=CC2=C1C(N1[C@H](C=3N2C=NC3\C=C/Cl)CCC1)=O ((S)-8-chloro-1-[(Z)-2-chlorovinyl]-11,12,13,13a-tetrahydro-9H-imidazo[1,5-a]pyrrolo[2,1-c][1,4]benzodiazepin-9-one), N12CCCCCC2=NCCC1 (1,8-diazabicyclo[5.4.0]undec-7-ene), O (water). Solvent: CN(C=O)C (N,N-dimethylformamide). Yields the product ClC1=CC=CC2=C1C(N1[C@H](C=3N2C=NC3C#C)CCC1)=O ((S)-8-chloro-1-ethynyl-11,12,13,13a-tetrahydro-9H-imidazo[1,5-a]pyrrolo[2,1-c][1,4]benzodiazepin-9-one). As a reaction SMILES: [Cl:1][C:2]1[C:7]2[C:8](=[O:22])[N:9]3[CH2:21][CH2:20][CH2:19][C@H:10]3[C:11]3[N:12]([CH:13]=[N:14][C:15]=3/[CH:16]=[CH:17]\Cl)[C:6]=2[CH:5]=[CH:4][CH:3]=1.N12CCCN=C1CCCCC2.O>CN(C)C=O>[Cl:1][C:2]1[C:7]2[C:8](=[O:22])[N:9]3[CH2:21][CH2:20][CH2:19][C@H:10]3[C:11]3[N:12]([CH:13]=[N:14][C:15]=3[C:16]#[CH:17])[C:6]=2[CH:5]=[CH:4][CH:3]=1. Reported procedure: 2.5 g (7.5 mmol) of (S)-8-chloro-1-[(Z)-2-chlorovinyl]-11,12,13,13a-tetrahydro-9H-imidazo[1,5-a]pyrrolo[2,1-c][1,4]benzodiazepin-9-one was heated to boiling under reflux for 5 hours together with 1.66 ml (11.2 mmol) of 1,8-diazabicyclo[5.4.0]undec-7-ene in 30 ml of N,N-dimethylformamide. The reaction mixture was subsequently poured into 400 ml of water and the crystals obtained were filtered off. After drying and recrystallization from N,N-dimethylformamide there was obtained (S)-8-chloro-1-ethy... Starting materials: CO, Fc1ccc(C2CCc3c(Cl)nc(Cl)nc32)cc1, FC1(F)CCNCC1. The product is Fc1ccc(C2CCc3c2nc(Cl)nc3N2CCC(F)(F)CC2)cc1. RXN SMILES: [CH3:27][OH:28].[Cl:1][c:2]1[n:3][c:4]([Cl:18])[c:5]2[c:6]([n:7]1)[CH:8]([c:11]1[cH:12][cH:13][c:14]([F:17])[cH:15][cH:16]1)[CH2:9][CH2:10]2.[F:19][C:20]1([F:26])[CH2:21][CH2:22][NH:23][CH2:24][CH2:25]1>>[Cl:1][c:2]1[n:3][c:4]([N:23]2[CH2:22][CH2:21][C:20]([F:19])([F:26])[CH2:25][CH2:24]2)[c:5]2[c:6]([n:7]1)[CH:8]([c:11]1[cH:12][cH:13][c:14]([F:17])[cH:15][cH:16]1)[CH2:9][CH2:10]2. The reactants are CC(OC(=O)Cl)Cl (ACE-Cl), C(C1=CC=CC=C1)N1C[C@]2(CCC3=C([C@H]2C1)C=CC=C3\C=C/C)C (cis-2-Benzyl-3a-methyl-6-((Z)-prop-1-enyl)-2,3,3a,4,5,9b-hexahydro-1H-benzo[e]isoindole), CO (MeOH). The solvent is C1(=CC=CC=C1)C (toluene). Conditions: temperature 160 celsius. The product is Cl.C[C@@]12CCC3=C([C@H]2CNC1)C=CC=C3\C=C/C (cis-3a-methyl-6-((Z)-prop-1-enyl)-2,3,3a,4,5,9b-hexahydro-1H-benzo[e]isoindole hydrochloride). Yield: 86.6%. Reaction SMILES: C([N:8]1[CH2:16][C@H:15]2[C@:10]([CH3:24])([CH2:11][CH2:12][C:13]3[C:20](/[CH:21]=[CH:22]\[CH3:23])=[CH:19][CH:18]=[CH:17][C:14]=32)[CH2:9]1)C1C=CC=CC=1.CC(Cl)OC([Cl:30])=O.CO>C1(C)C=CC=CC=1>[ClH:30].[CH3:24][C@@:10]12[CH2:9][NH:8][CH2:16][C@@H:15]1[C:14]1[CH:17]=[CH:18][CH:19]=[C:20](/[CH:21]=[CH:22]\[CH3:23])[C:13]=1[CH2:12][CH2:11]2 |f:4.5|. Procedure: cis-2-Benzyl-3a-methyl-6-((Z)-prop-1-enyl)-2,3,3a,4,5,9b-hexahydro-1H-benzo[e]isoindole (0.372 mmol, 118 mg) was dissolved in toluene (1 ml) and ACE-Cl (2.60 mmol, 0.286 ml, 372 mg) was added. The reaction mixture was heated to 160° C. for 15 minutes and then MeOH (1 ml) was added and the reaction mixture was heated to 160° C. for a further 5 minutes and then passed through an SCX cartridge and the resulting filtrate was purified by silica column chromatography (eluting with DCM—2, 4, 8, 16% MeO... Reactants: CC(C)N=C=S, O=C(Cl)Cl, Nc1cc(C2CCCCC2)ccc1S(N)(=O)=O. The product is CC(C)NC1=NS(=O)(=O)c2ccc(C3CCCCC3)cc2N1. RXN SMILES: [CH:18]([CH3:19])([CH3:20])[N:21]=[C:22]=[S:23].[Cl:24][C:25](=[O:26])[Cl:27].[NH2:1][c:2]1[c:3]([S:14](=[O:15])(=[O:16])[NH2:17])[cH:4][cH:5][c:6]([CH:8]2[CH2:9][CH2:10][CH2:11][CH2:12][CH2:13]2)[cH:7]1>>[NH:1]1[c:2]2[c:3]([cH:4][cH:5][c:6]([CH:8]3[CH2:9][CH2:10][CH2:11][CH2:12][CH2:13]3)[cH:7]2)[S:14](=[O:15])(=[O:16])[N:17]=[C:22]1[NH:21][CH:18]([CH3:19])[CH3:20].